From a dataset of the Open Reaction Database (ORD), a public repository of structured organic reaction records. describe an organic reaction: reactants, conditions, products, and yield Reactants: ClC1=CC(=NC=2N1N=CN2)C (7-chloro-5-methyl-[1,2,4]triazolo[1,5-a]pyrimidine), CCOC(=O)CS (Ethyl thioglycollate), [H-].[Na+] (sodium hydride), ice water. Run in ClCCl (dichloromethane), ClCCl (dichloromethane), O (water), C(C)O (ethanol). Reaction conditions: time 10 minute. The product is C(C)OC(=O)CSC1=CC(=NC=2N1N=CN2)C (7-Ethoxycarbonylmethylthio-5-methyl-[1,2,4]triazolo[1,5-a]pyrimidine). Reaction SMILES: [CH3:1][CH2:2][O:3][C:4]([CH2:6][SH:7])=[O:5].[H-].[Na+].Cl[C:11]1[N:16]2[N:17]=[CH:18][N:19]=[C:15]2[N:14]=[C:13]([CH3:20])[CH:12]=1>C(O)C.ClCCl.O>[CH2:2]([O:3][C:4]([CH2:6][S:7][C:11]1[N:16]2[N:17]=[CH:18][N:19]=[C:15]2[N:14]=[C:13]([CH3:20])[CH:12]=1)=[O:5])[CH3:1] |f:1.2|. Reported procedure: Ethyl thioglycollate, 1.2 g, is dissolved in 30 ml of dry ethanol, to which 400 mg of sodium hydride (60% in an oil) is added under cooling with ice water and stirred for 10 minutes. Then 1.7 g of 7-chloro-5-methyl-[1,2,4]triazolo[1,5-a]pyrimidine and 10 ml of dry dichloromethane are added and stirred for 16 hours. To the reaction mixture, water and dichloromethane are added and the organic layer is separated. The separated organic layer is washed with saline and dried over anhydrous potassium c... Starting materials: Cl.N1=CC=CC=C1 (pyridine hydrochloride), ClC1=C(C=CC=C1)C=1OC2=C(C(=CC(=C2C(C1)=O)OC)OC)[C@H]1[C@@H](N(CC1)C)CO ((+)-trans-2-(2-chlorophenyl)-8-(2-hydroxymethyl-1-methyl-pyrrolidin-3-yl)-5,7-dimethoxy-chromen-4-one), C([O-])([O-])=O.[Na+].[Na+] (sodium carbonate). The solvent is CO (methanol). Conditions: temperature 180 celsius, time 30 minute. Product: ClC1=C(C=CC=C1)C=1OC2=C(C(=CC(=C2C(C1)=O)O)O)[C@H]1[C@@H](N(CC1)C)CO ((+)-trans-2-(2-Chlorophenyl)-8-(2-hydroxymethyl-1-methyl-pyrrolidin-3-yl)-5,7-dihydroxy-chromen-4-one). As a reaction SMILES: Cl.N1C=CC=CC=1.[Cl:8][C:9]1[CH:14]=[CH:13][CH:12]=[CH:11][C:10]=1[C:15]1[O:16][C:17]2[C:22]([C:23](=[O:25])[CH:24]=1)=[C:21]([O:26]C)[CH:20]=[C:19]([O:28]C)[C:18]=2[C@@H:30]1[CH2:34][CH2:33][N:32]([CH3:35])[C@H:31]1[CH2:36][OH:37].C(=O)([O-])[O-].[Na+].[Na+]>CO>[Cl:8][C:9]1[CH:14]=[CH:13][CH:12]=[CH:11][C:10]=1[C:15]1[O:16][C:17]2[C:22]([C:23](=[O:25])[CH:24]=1)=[C:21]([OH:26])[CH:20]=[C:19]([OH:28])[C:18]=2[C@@H:30]1[CH2:34][CH2:33][N:32]([CH3:35])[C@H:31]1[CH2:36][OH:37] |f:0.1,3.4.5|. Procedure details: Molten pyridine hydrochloride (4.1 g, 0.0354 mol) was added to (+)-trans-2-(2-chlorophenyl)-8-(2-hydroxymethyl-1-methyl-pyrrolidin-3-yl)-5,7-dimethoxy-chromen-4-one (0.4 g, 0.0009 mol) and heated at 180° C. for 1.5 h. The reaction mixture was cooled to 25° C., diluted with methanol (10 mL) and basified using sodium carbonate to pH 10. The mixture was filtered and the organic layer was concentrated. The residue was suspended in water (5 mL), stirred for 30 minutes, filtered and dried to obtain th... Reactants: CO, CON, Cl, COC(=O)C(=O)c1ccc[nH]1. The product is CON=C(C(=O)OC)c1ccc[nH]1. RXN SMILES: [CH3:16][OH:17].[CH3:2][O:3][NH2:4].[ClH:1].[nH:5]1[c:6]([C:10]([C:11](=[O:12])[O:13][CH3:14])=[O:15])[cH:7][cH:8][cH:9]1>>[CH3:2][O:3][N:4]=[C:10]([c:6]1[nH:5][cH:9][cH:8][cH:7]1)[C:11](=[O:12])[O:13][CH3:14].